From a dataset of the Open Reaction Database (ORD), a public repository of structured organic reaction records. describe an organic reaction: reactants, conditions, products, and yield Starting materials: CN(C)C=O (DMF), C(C=C)C(C(=O)O)(C(=O)O)C (2-allyl-2-methyl malonic acid), C(C(=O)Cl)(=O)Cl (oxalyl chloride), C(C)(C)N(C(CNC1=CC=CC=C1)=O)C1=CC=C(C=C1)OC (N-Isopropyl-N-(4-methoxy-phenyl)-2-phenylamino acetamide), Intermediate 44. Solvent: C(Cl)Cl (DCM), C1CCOC1 (THF). Conditions: time 1 hour. Product: C(C=C)C1(C(NC2=C(N(C1=O)CC(=O)N(C1=CC=C(C=C1)OC)C(C)C)C=CC=C2)=O)C (2-(3-Allyl-3-methyl-2,4-dioxo-2,3,4,5-tetrahydro benzo[b][1,4]diazepin-1-yl)-N-isopropyl-N-(4-methoxyphenyl) acetamide). Reaction SMILES: [CH2:1]([C:4]([CH3:11])([C:8]([OH:10])=O)[C:5]([OH:7])=O)[CH:2]=[CH2:3].C[N:13](C=O)C.C(Cl)(=O)C(Cl)=O.[CH:23]([N:26]([C:37]1[CH:42]=[CH:41][C:40]([O:43][CH3:44])=[CH:39][CH:38]=1)[C:27](=[O:36])[CH2:28][NH:29][C:30]1[CH:35]=[CH:34][CH:33]=[CH:32][CH:31]=1)([CH3:25])[CH3:24]>C(Cl)Cl.C1COCC1>[CH2:1]([C:4]1([CH3:11])[C:5](=[O:7])[N:29]([CH2:28][C:27]([N:26]([CH:23]([CH3:25])[CH3:24])[C:37]2[CH:42]=[CH:41][C:40]([O:43][CH3:44])=[CH:39][CH:38]=2)=[O:36])[C:30]2[CH:35]=[CH:34][CH:33]=[CH:32][C:31]=2[NH:13][C:8]1=[O:10])[CH:2]=[CH2:3]. Procedure details: To a solution of 3.04 g (19.2 mmol) of 2-allyl-2-methyl malonic acid, prepared as in Part A, in 50 mL of DCM at 0° C. is added 7 mL of DMF, followed by 6.7 mL (76.8 mmol) of oxalyl chloride. The resulting solution is stirred 1 h at RT, then the solvent and excess oxalyl chloride is removed in vacuo. The residue is dissolved in 100 mL of THF and added dropwise to a stirring solution of 5.0 g (16.0 mmol) of N-Isopropyl-N-(4-methoxy-phenyl)-2-phenylamino acetamide, prepared as in Intermediate 44, i... The reactants are CCO, CC(C)OC(C)C, CS(=N)(=O)c1ccc([N+](=O)[O-])cc1. Product: CS(=N)(=O)c1ccc(N)cc1. Reaction SMILES: [CH3:21][CH2:22][OH:23].[CH:14]([O:15][CH:16]([CH3:17])[CH3:18])([CH3:19])[CH3:20].[N+:1]([O-:2])(=[O:3])[c:4]1[cH:5][cH:6][c:7]([S:10](=[O:11])(=[NH:12])[CH3:13])[cH:8][cH:9]1>>[NH2:1][c:4]1[cH:5][cH:6][c:7]([S:10](=[O:11])(=[NH:12])[CH3:13])[cH:8][cH:9]1. Reactants: Cl, CC(C)N1CC(C)(C)N(N=O)C(C)(C)C1. Product: CC(C)N1CC(C)(C)N(N)C(C)(C)C1. RXN SMILES: [ClH:16].[N:1](=[O:2])[N:3]1[C:4]([CH3:14])([CH3:15])[CH2:5][N:6]([CH:11]([CH3:12])[CH3:13])[CH2:7][C:8]1([CH3:9])[CH3:10]>>[NH2:1][N:3]1[C:4]([CH3:14])([CH3:15])[CH2:5][N:6]([CH:11]([CH3:12])[CH3:13])[CH2:7][C:8]1([CH3:9])[CH3:10]. Reactants: BrC1=CC=C(CO)C=C1 (4-bromobenzyl alcohol), S(=O)(=O)([O-])[O-].[Na+].[Na+] (sodium sulfate), O (water), FC(C(=O)O)(S(=O)(=O)F)F (2,2-difluoro-2-(fluorosulfonyl)acetic acid). The solvent is C(C)#N (acetonitrile). Run at temperature 45 celsius. Yields the product BrC1=CC=C(C=C1)COC(F)F (1-bromo-4-[(difluoromethoxy)methyl]benzene). Isolated yield 37.1%. As a reaction SMILES: [Br:1][C:2]1[CH:9]=[CH:8][C:5]([CH2:6][OH:7])=[CH:4][CH:3]=1.S([O-])([O-])(=O)=O.[Na+].[Na+].[F:17][C:18]([F:26])(S(F)(=O)=O)C(O)=O.O>C(#N)C>[Br:1][C:2]1[CH:9]=[CH:8][C:5]([CH2:6][O:7][CH:18]([F:26])[F:17])=[CH:4][CH:3]=1 |f:1.2.3|. Procedure details: To a solution of 4-bromobenzyl alcohol (5.6 g) in acetonitrile (15 ml), sodium sulfate (0.28 g) was added. While warmed to 45° C., 2,2-difluoro-2-(fluorosulfonyl)acetic acid (1.78 g) was slowly dropwise added, and the mixture was heated and refluxed at 45° C. for 4 hours. The reaction solution was poured into water, the mixture was extracted with diethyl ether and the organic layer was washed with water and dried over anhydrous sodium sulfate. The solvent was distilled off in vacuo and the resid... Starting materials: [Br-].[Br-].[Br-].[Al+3] (aluminium tribromide), FC(C1=C(C(N(CO1)C(C(=O)OCC1=CC=CC=C1)(C)C)=O)C1=CC=CC=C1)F (benzyl 2-(6-difluoromethyl-2,3-dihydro-4-oxo-5-phenyl-4H-1,3-oxazin-3-yl)-2-methylpropanoate), C1(=CC=CC=C1)OC (anisole). The solvent is [N+](=O)([O-])C (nitromethane), ClCCl (dichloromethane), ClCCl (dichloromethane). Reaction conditions: temperature 0 celsius, time 2 hour. Product: FC(C1=C(C(N(CO1)C(C(=O)O)(C)C)=O)C1=CC=CC=C1)F (2-(6-difluoromethyl-2,3-dihydro-4-oxo-5-phenyl-4H-1, 3-oxazin-3-yl)-2-methylpropanoic acid). Isolated yield 46.8%. Reaction SMILES: [Br-].[Br-].[Br-].[Al+3].[F:5][CH:6]([F:33])[C:7]1[O:12][CH2:11][N:10]([C:13]([CH3:25])([CH3:24])[C:14]([O:16]CC2C=CC=CC=2)=[O:15])[C:9](=[O:26])[C:8]=1[C:27]1[CH:32]=[CH:31][CH:30]=[CH:29][CH:28]=1.C1(OC)C=CC=CC=1>[N+](C)([O-])=O.ClCCl>[F:33][CH:6]([F:5])[C:7]1[O:12][CH2:11][N:10]([C:13]([CH3:25])([CH3:24])[C:14]([OH:16])=[O:15])[C:9](=[O:26])[C:8]=1[C:27]1[CH:32]=[CH:31][CH:30]=[CH:29][CH:28]=1 |f:0.1.2.3|. Procedure: A solution of aluminium tribromide (3.85 g) in nitromethane was added in portions to a stirred solution of benzyl 2-(6-difluoromethyl-2,3-dihydro-4-oxo-5-phenyl-4H-1,3-oxazin-3-yl)-2-methylpropanoate (1.93 g) and anisole (3.1 g) in dichloromethane at 0° C. under an inert atmosphere. The reaction mixture was stirred at 0° C. for 10 minutes and at ambient temperature for 2 hours and diluted with dichloromethane. The dichloromethane solution was washed in turn with 2 M hydrochloric acid and with wa... Reactants: CN(C)C=O, CCOCC, CON=C(C(C)=O)C(=O)O, O=C(Cl)C(=O)Cl. Yields the product CON=C(C(C)=O)C(=O)Cl. RXN SMILES: [CH3:1][N:2]([CH3:3])[CH:4]=[O:5].[CH3:22][CH2:23][O:24][CH2:25][CH3:26].[CH3:6][O:7][N:8]=[C:9]([C:10](=[O:11])[OH:12])[C:13]([CH3:14])=[O:15].[Cl:16][C:17]([C:18]([Cl:19])=[O:20])=[O:21]>>[CH3:6][O:7][N:8]=[C:9]([C:10](=[O:11])[Cl:16])[C:13]([CH3:14])=[O:15].